From a dataset of the Open Reaction Database (ORD), a public repository of structured organic reaction records. describe an organic reaction: reactants, conditions, products, and yield Reactants: CNCC(O)C(Oc1ccccc1[N+](=O)[O-])c1ccccc1, O=C(Cl)CCl, ClCCl, Cl, [Na+], [OH-], O. Yields the product CN(CC(O)C(Oc1ccccc1[N+](=O)[O-])c1ccccc1)C(=O)CCl. Reaction SMILES: [CH3:2][NH:3][CH2:4][CH:5]([CH:6]([O:7][c:8]1[c:9]([N+:14](=[O:15])[O-:16])[cH:10][cH:11][cH:12][cH:13]1)[c:17]1[cH:18][cH:19][cH:20][cH:21][cH:22]1)[OH:23].[Cl:26][CH2:27][C:28](=[O:29])[Cl:30].[Cl:32][CH2:33][Cl:34].[ClH:1].[Na+:25].[OH-:24].[OH2:31]>>[CH3:2][N:3]([CH2:4][CH:5]([CH:6]([O:7][c:8]1[c:9]([N+:14](=[O:15])[O-:16])[cH:10][cH:11][cH:12][cH:13]1)[c:17]1[cH:18][cH:19][cH:20][cH:21][cH:22]1)[OH:23])[C:28]([CH2:27][Cl:26])=[O:29]. Starting materials: hydrogen chloride ether, C(#N)C1=CC=C(CCN2[C@H](CCC2)CN2C3=C(OCC4=C2C=CC=C4)C=CC=C3)C=C1 ((R)-(+)-5,11-dihydro-5-[1-(4-cyanophenethyl)-2-pyrrolidinylmethyl]dibenzo[b,e] [1,4]oxazepine), ClCCl (dichloromethane). Run at time 5 minute. Product: Cl.C(#N)C1=CC=C(CCN2[C@H](CCC2)CN2C3=C(OCC4=C2C=CC=C4)C=CC=C3)C=C1 ((R)-(+)-5,11-dihydro-5-[1-(4-cyanophenethyl)-2-pyrrolidinyl methyl]dibenzo[b,e][1,4]oxazepine hydrochloride). Isolated yield 78.0%. As a reaction SMILES: [C:1]([C:3]1[CH:31]=[CH:30][C:6]([CH2:7][CH2:8][N:9]2[CH2:13][CH2:12][CH2:11][C@@H:10]2[CH2:14][N:15]2[C:21]3[CH:22]=[CH:23][CH:24]=[CH:25][C:20]=3[CH2:19][O:18][C:17]3[CH:26]=[CH:27][CH:28]=[CH:29][C:16]2=3)=[CH:5][CH:4]=1)#[N:2].[Cl:32]CCl>>[ClH:32].[C:1]([C:3]1[CH:4]=[CH:5][C:6]([CH2:7][CH2:8][N:9]2[CH2:13][CH2:12][CH2:11][C@@H:10]2[CH2:14][N:15]2[C:21]3[CH:22]=[CH:23][CH:24]=[CH:25][C:20]=3[CH2:19][O:18][C:17]3[CH:26]=[CH:27][CH:28]=[CH:29][C:16]2=3)=[CH:30][CH:31]=1)#[N:2] |f:2.3|. Reported procedure: A hydrogen chloride ether saturated solution was added to a solution of 0.4 g (1.0 mmol) of (R)-(+)-5,11-dihydro-5-[1-(4-cyanophenethyl)-2-pyrrolidinylmethyl]dibenzo[b,e] [1,4]oxazepine in 2 ml of dichloromethane, and the mixture was stirred for 5 minutes. Then, the solvent was distilled off under reduced pressure. The resulting residue was recrystallized from a mixed solvent of dichloromethane and diethyl ether to give 0.35 g (78%) of (R)-(+)-5,11-dihydro-5-[1-(4-cyanophenethyl)-2-pyrrolidinyl ...